From a dataset of the Open Reaction Database (ORD), a public repository of structured organic reaction records. describe an organic reaction: reactants, conditions, products, and yield Reaction SMILES: [CH2:15]([CH3:16])[NH:17][C:18](=[NH:19])[N:20]1[CH2:21][C:22]2([CH:23]=[N:24]1)[CH2:25][CH2:26][CH2:27][CH2:28]2.[CH3:1][O:2][C:3]([c:4]1[cH:5][c:6]([S:10](=[O:11])(=[O:12])[Cl:13])[cH:7][cH:8][cH:9]1)=[O:14].[Cl:29][CH2:30][Cl:31]>>[CH3:1][O:2][C:3]([c:4]1[cH:5][c:6]([S:10](=[O:11])(=[O:12])[N:19]=[C:18]([NH:17][CH2:15][CH3:16])[N:20]2[CH2:21][C:22]3([CH:23]=[N:24]2)[CH2:25][CH2:26][CH2:27][CH2:28]3)[cH:7][cH:8][cH:9]1)=[O:14]. Reactants: CCNC(=N)N1CC2(C=N1)CCCC2, COC(=O)c1cccc(S(=O)(=O)Cl)c1, ClCCl. Product: CCNC(=NS(=O)(=O)c1cccc(C(=O)OC)c1)N1CC2(C=N1)CCCC2.